From a dataset of the Open Reaction Database (ORD), a public repository of structured organic reaction records. describe an organic reaction: reactants, conditions, products, and yield The reactants are C(C)O (ethanol), Cl.NCC(CCC(=O)O)=O (δ-aminolevulinic acid hydrochloride), P(O)(O)(O)=O (phosphoric acid), N1=CC=C(C=C1)C (γ-picoline). Run in O (water). Product: P(=O)(O)(O)O.NCC(CCC(=O)O)=O (δ-aminolevulinic acid phosphate). Reaction SMILES: Cl.[NH2:2][CH2:3][C:4](=[O:10])[CH2:5][CH2:6][C:7]([OH:9])=[O:8].[P:11](=[O:15])([OH:14])([OH:13])[OH:12].N1C=CC(C)=CC=1.C(O)C>O>[P:11]([OH:15])([OH:14])([OH:13])=[O:12].[NH2:2][CH2:3][C:4](=[O:10])[CH2:5][CH2:6][C:7]([OH:9])=[O:8] |f:0.1,6.7|. Reported procedure: A 10.05 g (60.6 mmol) portion of δ-aminolevulinic acid hydrochloride and 4.5 ml (65.7 mmol) of 85% phosphoric acid were dissolved in 30 ml of purified water, and 5.83 g (62.7 mmol) of γ-picoline was added dropwise thereto while stirring. After completion of the dropwise addition and subsequent stirring at room temperature for 10 minutes, 400 ml of ethanol was added thereto and stirred. The thus precipitated precipitate was recovered by suction filtration and dried at room temperature for 19 hour...